Dataset: the Open Reaction Database (ORD), a public repository of structured organic reaction records. Task: describe an organic reaction: reactants, conditions, products, and yield The reactants are [OH-].[Li+] (lithium hydroxide), BrC1=NN(C(=C1C=1C=CC2=C(CCCO2)C1)C(C(=O)OC)OC(C)(C)C)C (methyl 2-[3-bromo-4-(3,4-dihydro-2H-1-benzopyran-6-yl)-1-methyl-1H-pyrazol-5-yl]-2-(tert-butoxy)acetate), C1(CCCCC1)P(C1=C(C=CC=C1)C1=C(C=CC=C1OC)OC)C1CCCCC1 (2-dicyclohexylphosphino-2′,6′-dimethoxybiphenyl), C([O-])([O-])=O.[K+].[K+] (potassium carbonate), CC1(OB(OC1(C)C)C1=CSC(=C1)CCC)C (4,4,5,5-tetramethyl-2-(5-propylthiophen-3-yl)-1,3,2-dioxaborolane). The reagents and catalysts are C(C)(=O)[O-].[Pd+2].C(C)(=O)[O-] (Palladium (II) acetate). The solvent is O1CCOCC1 (dioxane), O (water). Reaction conditions: time 30 minute. The product is C(C)(C)(C)OC(C(=O)O)C1=C(C(=NN1C)C1=CSC(=C1)CCC)C=1C=CC2=C(CCCO2)C1 (2-(tert-butoxy)-2-[4-(3,4-dihyd ro-2H-1-benzopyran-6-yl)-1-methyl-3-(5-propylthiophen-3-yl)-1H-pyrazol-5-yl]acetic acid). Yield: 78.9%. Reaction SMILES: Br[C:2]1[C:6]([C:7]2[CH:8]=[CH:9][C:10]3[O:15][CH2:14][CH2:13][CH2:12][C:11]=3[CH:16]=2)=[C:5]([CH:17]([O:22][C:23]([CH3:26])([CH3:25])[CH3:24])[C:18]([O:20]C)=[O:19])[N:4]([CH3:27])[N:3]=1.C1(P(C2CCCCC2)C2C=CC=CC=2C2C(OC)=CC=CC=2OC)CCCCC1.C(=O)([O-])[O-].[K+].[K+].CC1(C)C(C)(C)OB([C:71]2[CH:75]=[C:74]([CH2:76][CH2:77][CH3:78])[S:73][CH:72]=2)O1.[OH-].[Li+]>O1CCOCC1.O.C([O-])(=O)C.[Pd+2].C([O-])(=O)C>[C:23]([O:22][CH:17]([C:5]1[N:4]([CH3:27])[N:3]=[C:2]([C:71]2[CH:75]=[C:74]([CH2:76][CH2:77][CH3:78])[S:73][CH:72]=2)[C:6]=1[C:7]1[CH:8]=[CH:9][C:10]2[O:15][CH2:14][CH2:13][CH2:12][C:11]=2[CH:16]=1)[C:18]([OH:20])=[O:19])([CH3:24])([CH3:26])[CH3:25] |f:2.3.4,6.7,10.11.12|. Reported procedure: To a degassed solution of methyl 2-[3-bromo-4-(3,4-dihydro-2H-1-benzopyran-6-yl)-1-methyl-1H-pyrazol-5-yl]-2-(tert-butoxy)acetate (11i) (50 mg, 0.114 mmol) in dioxane (1 mL) was added Palladium (II) acetate (1.3 mg, 0.006 mmol) and 2-dicyclohexylphosphino-2′,6′-dimethoxybiphenyl (4.7 mg, 0.011 mmol). After stirring for 30 minutes at room temperature, potassium carbonate (47 mg, 0.343 mmol) in solution in water (0.25 mL) and 4,4,5,5-tetramethyl-2-(5-propylthiophen-3-yl)-1,3,2-dioxaborolane (11c) ... The reactants are COc1ccc(N)cc1OCCN(C)C, CC(C)O, O=C(Nc1cccc(-c2nn3ccccc3c2-c2ccnc(Cl)n2)c1)c1c(F)cccc1F, Cl. The product is COc1ccc(Nc2nccc(-c3c(-c4cccc(NC(=O)c5c(F)cccc5F)c4)nn4ccccc34)n2)cc1OCCN(C)C. Reaction SMILES: [CH3:34][N:35]([CH2:36][CH2:37][O:38][c:39]1[cH:40][c:41]([NH2:42])[cH:43][cH:44][c:45]1[O:46][CH3:47])[CH3:48].[CH:50]([OH:51])([CH3:52])[CH3:53].[Cl:1][c:2]1[n:3][cH:4][cH:5][c:6](-[c:8]2[c:9](-[c:17]3[cH:18][c:19]([NH:23][C:24]([c:25]4[c:26]([F:32])[cH:27][cH:28][cH:29][c:30]4[F:31])=[O:33])[cH:20][cH:21][cH:22]3)[n:10][n:11]3[c:12]2[cH:13][cH:14][cH:15][cH:16]3)[n:7]1.[ClH:49]>>[c:2]1([NH:42][c:41]2[cH:40][c:39]([O:38][CH2:37][CH2:36][N:35]([CH3:34])[CH3:48])[c:45]([O:46][CH3:47])[cH:44][cH:43]2)[n:3][cH:4][cH:5][c:6](-[c:8]2[c:9](-[c:17]3[cH:18][c:19]([NH:23][C:24]([c:25]4[c:26]([F:32])[cH:27][cH:28][cH:29][c:30]4[F:31])=[O:33])[cH:20][cH:21][cH:22]3)[n:10][n:11]3[c:12]2[cH:13][cH:14][cH:15][cH:16]3)[n:7]1.